Dataset: the Open Reaction Database (ORD), a public repository of structured organic reaction records. Task: describe an organic reaction: reactants, conditions, products, and yield The reactants are COc1ccc(Cn2c(=O)n(CCN(C)C)c3cc(C(=O)c4ccccc4)ccc32)cc1, CC#N, [NH4+], O=[N+]([O-])[O-], O. The product is CN(C)CCn1c(=O)[nH]c2ccc(C(=O)c3ccccc3)cc21. Reaction SMILES: [C:1]([c:2]1[cH:3][cH:4][cH:5][cH:6][cH:7]1)(=[O:8])[c:9]1[cH:10][c:11]2[c:12]([n:13]([CH2:22][c:23]3[cH:24][cH:25][c:26]([O:27][CH3:28])[cH:29][cH:30]3)[c:14](=[O:21])[n:15]2[CH2:16][CH2:17][N:18]([CH3:19])[CH3:20])[cH:31][cH:32]1.[CH3:38][C:39]#[N:40].[NH4+:33].[O-:34][N+:35](=[O:36])[O-:37].[OH2:41]>>[C:1]([c:2]1[cH:3][cH:4][cH:5][cH:6][cH:7]1)(=[O:8])[c:9]1[cH:10][c:11]2[c:12]([nH:13][c:14](=[O:21])[n:15]2[CH2:16][CH2:17][N:18]([CH3:19])[CH3:20])[cH:31][cH:32]1. Reactants: CNC(=O)C1=CC=C2CCNCC2=C1 (1,2,3,4-tetrahydro-isoquinoline-7-carboxylic acid methylamide), ClC1NCCN(C1)C1CCC1.C(C)(=O)N (2-chloro-(4-cyclobutyl-piperazine) acetamide), C(=O)([O-])[O-].[K+].[K+] (K2CO3), [Na+].[I-] (NaI). Run in O (Water), C(C)#N (acetonitrile). Reaction conditions: time 8 hour. The product is CNC(=O)C1=CC=C2CCN(CC2=C1)CC(=O)N1CCN(CC1)C1CCC1 (2-[2-(4-cyclobutyl-piperazin-1-yl)-2-oxo-ethyl]-1,2,3,4-tetrahydro-isoquinoline-7-carboxylic acid methylamide). As a reaction SMILES: [CH3:1][NH:2][C:3]([C:5]1[CH:14]=[C:13]2[C:8]([CH2:9][CH2:10][NH:11][CH2:12]2)=[CH:7][CH:6]=1)=[O:4].Cl[CH:16]1[CH2:21][N:20]([CH:22]2[CH2:25][CH2:24][CH2:23]2)[CH2:19][CH2:18][NH:17]1.[C:26](N)(=[O:28])[CH3:27].C([O-])([O-])=O.[K+].[K+].[Na+].[I-]>C(#N)C.O>[CH3:1][NH:2][C:3]([C:5]1[CH:14]=[C:13]2[C:8]([CH2:9][CH2:10][N:11]([CH2:27][C:26]([N:17]3[CH2:18][CH2:19][N:20]([CH:22]4[CH2:25][CH2:24][CH2:23]4)[CH2:21][CH2:16]3)=[O:28])[CH2:12]2)=[CH:7][CH:6]=1)=[O:4] |f:1.2,3.4.5,6.7|. Procedure details: To a stirred solution of 1,2,3,4-tetrahydro-isoquinoline-7-carboxylic acid methylamide (96 mg, 0.5 mmol) in acetonitrile (3.0 ml) is added 2-chloro-(4-cyclobutyl-piperazine)-acetamide (109 mg, 0.5 mmol, 1.0 eq.), K2CO3 (138 mg, 1.0 mmol, 2.0 eq.), and NaI (10 mg). The resulting mixture is stirred at rt overnight. Water (10.0 ml) is added to quench the reaction, and the acetonitrile is evaporated. The residue is extracted with DCM (10 ml×3), and the combined organic phase is dried over sodium sul... RXN SMILES: [F:1][C:2]([F:11])([F:10])[C:3]1[NH:4][CH:5]=[CH:6][C:7]=1[C:8]#[N:9].[H-].[Na+].[CH2:14]([O:16][CH2:17]Cl)[CH3:15].Cl>O1CCCC1.C(OCC)(=O)C.CCCCCC>[CH2:14]([O:16][CH2:17][N:4]1[CH:5]=[CH:6][C:7]([C:8]#[N:9])=[C:3]1[C:2]([F:1])([F:10])[F:11])[CH3:15] |f:1.2|. Conditions: time 20 minute. The product is C(C)OCN1C(=C(C=C1)C#N)C(F)(F)F (1-(ethoxymethyl)-2-(trifluoromethyl)-pyrrole-3-carbonitrile). Reactants: FC(C=1NC=CC1C#N)(F)F (2-trifluoromethyl-3-cyanopyrrole), [H-].[Na+] (NaH), C(C)OCCl (chloromethyl ethyl ether), Cl (HCl). Procedure details: A stirred solution of 2-trifluoromethyl-3-cyanopyrrole (1.0 g, 6.2 mmol) in dry tetrahydrofuran is treated with NaH (0.30 g, 7.5 mmol) as a 60% dispersion in mineral oil, under nitrogen, at room temperature. After 20 minutes, the reaction mixture is treated dropwise with a solution of chloromethyl ethyl ether (0.77 g, 8.1 mmol) in dry tetrahydrofuran, stirred vigorously for 3 hours and treated with a mixture of 1N HCl and ethyl acetate. The phases are separated and the organic phase is washed wi... The solvent is C(C)(=O)OCC (ethyl acetate), CCCCCC (hexane), O1CCCC1 (tetrahydrofuran), O1CCCC1 (tetrahydrofuran), C(C)(=O)OCC (ethyl acetate). Starting materials: CCOC(=O)CCCBr, CN(C)C=O, N#CC(CCOC1CCCCO1)c1ccc(Cl)c(Cl)c1, [H-], [Na+], O. Yields the product CCOC(=O)CCCC(C#N)(CCOC1CCCCO1)c1ccc(Cl)c(Cl)c1. RXN SMILES: [Br:23][CH2:24][CH2:25][CH2:26][C:27](=[O:28])[O:29][CH2:30][CH3:31].[CH3:33][N:34]([CH3:35])[CH:36]=[O:37].[Cl:3][c:4]1[cH:5][c:6]([CH:11]([C:12]#[N:13])[CH2:14][CH2:15][O:16][CH:17]2[O:18][CH2:19][CH2:20][CH2:21][CH2:22]2)[cH:7][cH:8][c:9]1[Cl:10].[H-:2].[Na+:1].[OH2:32]>>[Cl:3][c:4]1[cH:5][c:6]([C:11]([C:12]#[N:13])([CH2:14][CH2:15][O:16][CH:17]2[O:18][CH2:19][CH2:20][CH2:21][CH2:22]2)[CH2:24][CH2:25][CH2:26][C:27](=[O:28])[O:29][CH2:30][CH3:31])[cH:7][cH:8][c:9]1[Cl:10]. Starting materials: C(C)(C)(C)OC(=O)N1C[C@@H](N(CC1)S(=O)(=O)C1=CC=C(C=C1)OC(F)(F)F)C(NCC1=CC=C(C=C1)OC(F)(F)F)=O ((R)-4-(4-trifluoromethoxy-benzenesulfonyl)-3-(4-trifluoromethoxy-benzylcarbamoyl)-piperazine-1-carboxylic acid tert-butyl ester). Solvent: Cl.O1CCOCC1 (Hydrogen chloride 1,4-dioxane). Isolated yield 84.9%. Reported procedure: 4N Hydrogen chloride/1,4-dioxane solution (40 ml) was added to the compound (2.20 g) obtained in Step 3, and the mixture was stirred at room temperature for 1.5 hr. The reaction mixture was concentrated under reduced pressure, and the residue was partitioned by adding chloroform and saturated aqueous sodium hydrogen carbonate solution. The organic layer was dried over anhydrous sodium carbonate, filtrated, and concentrated under reduced pressure. The residue was crystallized from a mixed solvent... RXN SMILES: C(OC([N:8]1[CH2:13][CH2:12][N:11]([S:14]([C:17]2[CH:22]=[CH:21][C:20]([O:23][C:24]([F:27])([F:26])[F:25])=[CH:19][CH:18]=2)(=[O:16])=[O:15])[C@@H:10]([C:28](=[O:42])[NH:29][CH2:30][C:31]2[CH:36]=[CH:35][C:34]([O:37][C:38]([F:41])([F:40])[F:39])=[CH:33][CH:32]=2)[CH2:9]1)=O)(C)(C)C>Cl.O1CCOCC1>[F:41][C:38]([F:39])([F:40])[O:37][C:34]1[CH:33]=[CH:32][C:31]([CH2:30][NH:29][C:28]([C@H:10]2[CH2:9][NH:8][CH2:13][CH2:12][N:11]2[S:14]([C:17]2[CH:22]=[CH:21][C:20]([O:23][C:24]([F:25])([F:26])[F:27])=[CH:19][CH:18]=2)(=[O:15])=[O:16])=[O:42])=[CH:36][CH:35]=1 |f:1.2|. The product is FC(OC1=CC=C(CNC(=O)[C@@H]2N(CCNC2)S(=O)(=O)C2=CC=C(C=C2)OC(F)(F)F)C=C1)(F)F ((R)-1-(4-trifluoromethoxy-benzenesulfonyl)-piperazine-2-carboxylic acid 4-trifluoromethoxy-benzylamide). Conditions: time 1.5 hour. The reactants are O=C([O-])[O-], [Cu]I, CS(=O)(=O)c1ccc(I)c(C(=O)N2CCN(c3ccc(C(F)(F)F)cc3)CC2)c1, [K+], [K+], NC1CCCCC1N, C1COCCO1, c1cn[nH]c1. Product: CS(=O)(=O)c1ccc(-n2cccn2)c(C(=O)N2CCN(c3ccc(C(F)(F)F)cc3)CC2)c1. RXN SMILES: [C:35](=[O:36])([O-:37])[O-:38].[Cu:49][I:50].[I:1][c:2]1[c:3]([C:12](=[O:13])[N:14]2[CH2:15][CH2:16][N:17]([c:20]3[cH:21][cH:22][c:23]([C:26]([F:27])([F:28])[F:29])[cH:24][cH:25]3)[CH2:18][CH2:19]2)[cH:4][c:5]([S:8](=[O:9])(=[O:10])[CH3:11])[cH:6][cH:7]1.[K+:39].[K+:40].[NH2:41][CH:42]1[CH2:43][CH2:44][CH2:45][CH2:46][CH:47]1[NH2:48].[O:51]1[CH2:52][CH2:53][O:54][CH2:55][CH2:56]1.[nH:30]1[n:31][cH:32][cH:33][cH:34]1>>[c:2]1(-[n:30]2[n:31][cH:32][cH:33][cH:34]2)[c:3]([C:12](=[O:13])[N:14]2[CH2:15][CH2:16][N:17]([c:20]3[cH:21][cH:22][c:23]([C:26]([F:27])([F:28])[F:29])[cH:24][cH:25]3)[CH2:18][CH2:19]2)[cH:4][c:5]([S:8](=[O:9])(=[O:10])[CH3:11])[cH:6][cH:7]1. Reactants: C1(=CC=CC=C1)C(=O)CC1=CC=CC=C1 (desoxybenzoin), O1C(CCCC1)OC1OCCCC1 (tetrahydropyran-2-yl ether), BrCCCO (3-bromopropanol). The product is O1C(CCCC1)OCCCC(C(=O)C1=CC=CC=C1)C1=CC=CC=C1 (5-[(tetrahydropyran-2-yl)oxy]-1,2-diphenylpentan-1-one). RXN SMILES: [C:1]1([C:7]([CH2:9][C:10]2[CH:15]=[CH:14][CH:13]=[CH:12][CH:11]=2)=[O:8])[CH:6]=[CH:5][CH:4]=[CH:3][CH:2]=1.[O:16]1[CH2:21][CH2:20][CH2:19][CH2:18][CH:17]1[O:22][CH:23]1[CH2:28][CH2:27]CCO1.BrCCCO>>[O:16]1[CH2:21][CH2:20][CH2:19][CH2:18][CH:17]1[O:22][CH2:23][CH2:28][CH2:27][CH:9]([C:10]1[CH:11]=[CH:12][CH:13]=[CH:14][CH:15]=1)[C:7]([C:1]1[CH:2]=[CH:3][CH:4]=[CH:5][CH:6]=1)=[O:8]. Procedure: The compound is prepared from 19.6 g of desoxybenzoin and 22.3 g of tetrahydropyran-2-yl ether-protected 3-bromopropanol according to the procedure described in Example 1(a). Starting materials: CS(=O)(=O)OC1CC2(C1)CN(CC2)C(=O)OC(C)(C)C (tert-butyl 2-methanesulfonyloxy-6-azaspiro[3.4]octane-6-carboxylate), [N-]=[N+]=[N-].[Na+] (sodium azide). Run in C(C)(=O)OCC (ethyl acetate), CN(C=O)C (N,N-dimethylformamide), O (water). Yields the product N(=[N+]=[N-])C1CC2(C1)CN(CC2)C(=O)OC(C)(C)C (tert-Butyl 2-azido-6-azaspiro[3.4]octane-6-carboxylate). Isolated yield 99.7%. As a reaction SMILES: CS(O[CH:6]1[CH2:9][C:8]2([CH2:13][CH2:12][N:11]([C:14]([O:16][C:17]([CH3:20])([CH3:19])[CH3:18])=[O:15])[CH2:10]2)[CH2:7]1)(=O)=O.[N-:21]=[N+:22]=[N-:23].[Na+]>CN(C)C=O.C(OCC)(=O)C.O>[N:21]([CH:6]1[CH2:9][C:8]2([CH2:13][CH2:12][N:11]([C:14]([O:16][C:17]([CH3:20])([CH3:19])[CH3:18])=[O:15])[CH2:10]2)[CH2:7]1)=[N+:22]=[N-:23] |f:1.2|. Procedure: A solution of 0.46 g (1.51 mmol) of tert-butyl 2-methanesulfonyloxy-6-azaspiro[3.4]octane-6-carboxylate, prepared in step 6.2., and 0.19 g (3.01 mmol) of sodium azide in 5 mL of N,N-dimethylformamide is refluxed for 12 hours under an inert atmosphere. The reaction medium is allowed to cool to room temperature and is then taken up in ethyl acetate and water. The aqueous phase is separated out and extracted twice with ethyl acetate, and the combined organic phases are washed with saturated aqueous... Reactants: CCO, NN, O, O=C1c2ccccc2C(=O)N1CCCCCCOc1ccc(-c2ccccc2)cc1. Product: NCCCCCCOc1ccc(-c2ccccc2)cc1. Reaction SMILES: [CH3:34][CH2:35][OH:36].[NH2:32][NH2:33].[OH2:31].[c:1]1(-[c:25]2[cH:26][cH:27][cH:28][cH:29][cH:30]2)[cH:2][cH:3][c:4]([O:7][CH2:8][CH2:9][CH2:10][CH2:11][CH2:12][CH2:13][N:14]2[C:15](=[O:16])[c:17]3[cH:18][cH:19][cH:20][cH:21][c:22]3[C:23]2=[O:24])[cH:5][cH:6]1>>[c:1]1(-[c:25]2[cH:26][cH:27][cH:28][cH:29][cH:30]2)[cH:2][cH:3][c:4]([O:7][CH2:8][CH2:9][CH2:10][CH2:11][CH2:12][CH2:13][NH2:14])[cH:5][cH:6]1.